Dataset: the Open Reaction Database (ORD), a public repository of structured organic reaction records. Task: describe an organic reaction: reactants, conditions, products, and yield Starting materials: N1C(=NC=C1)CC1=CC=C(C=C1)O (4-(1-imidazolylmethyl)-phenol), BrCC#C (1-bromo-2-propyne). Yields the product N1C(=NC=C1)CC1=CC=C(C=C1)OCC#C ([4-(1-Imidazolylmethyl)-phenyl]-(2-propinyl)-ether). As a reaction SMILES: [NH:1]1[CH:5]=[CH:4][N:3]=[C:2]1[CH2:6][C:7]1[CH:12]=[CH:11][C:10]([OH:13])=[CH:9][CH:8]=1.Br[CH2:15][C:16]#[CH:17]>>[NH:1]1[CH:5]=[CH:4][N:3]=[C:2]1[CH2:6][C:7]1[CH:12]=[CH:11][C:10]([O:13][CH2:17][C:16]#[CH:15])=[CH:9][CH:8]=1. Procedure details: The above compound is prepared in analogy to Example 1 from 4-(1-imidazolylmethyl)-phenol and 1-bromo-2-propyne. The reactants are O=C1OC2(CCN(C(=O)C3(c4ccc(Br)cc4)CC3)C2)c2ccccc21, O=C([O-])[O-], C1COCCO1, CNC1CCCCC1NC, [Cu]I, [K+], [K+], O=c1cccc[nH]1. The product is O=C1OC2(CCN(C(=O)C3(c4ccc(-n5ccccc5=O)cc4)CC3)C2)c2ccccc21. RXN SMILES: [Br:1][c:2]1[cH:3][cH:4][c:5]([C:8]2([C:11](=[O:12])[N:13]3[CH2:14][C:15]4([O:16][C:17](=[O:24])[c:18]5[c:19]4[cH:20][cH:21][cH:22][cH:23]5)[CH2:25][CH2:26]3)[CH2:9][CH2:10]2)[cH:6][cH:7]1.[C:50](=[O:51])([O-:52])[O-:53].[CH2:34]1[O:35][CH2:36][CH2:37][O:38][CH2:39]1.[CH3:40][NH:41][CH:42]1[CH2:43][CH2:44][CH2:45][CH2:46][CH:47]1[NH:48][CH3:49].[Cu:56][I:57].[K+:54].[K+:55].[nH:27]1[c:28](=[O:33])[cH:29][cH:30][cH:31][cH:32]1>>[c:2]1(-[n:27]2[c:28](=[O:33])[cH:29][cH:30][cH:31][cH:32]2)[cH:3][cH:4][c:5]([C:8]2([C:11](=[O:12])[N:13]3[CH2:14][C:15]4([O:16][C:17](=[O:24])[c:18]5[c:19]4[cH:20][cH:21][cH:22][cH:23]5)[CH2:25][CH2:26]3)[CH2:9][CH2:10]2)[cH:6][cH:7]1. The reactants are C(C)OC(=O)C1(CC1)[C@@H]1[C@H](C(N(C1)[C@@H](C)C1=CC=CC=C1)=S)F (4-(S)-(1-Ethoxycarbonylcyclopropyl)-3-(R)-fluoro-1-[1-(S)-phenylethyl]-2-pyrrolidinethione). Reagents/catalysts: [Ni] (Raney nickel). Solvent: C(C)O (ethanol). Reaction conditions: time 1 hour. Product: C(C)OC(=O)C1(CC1)[C@H]1[C@@H](CN(C1)[C@@H](C)C1=CC=CC=C1)F (4-(R)-(1-Ethoxycarbonylcyclopropyl)-3-(S)-fluoro-1-[1-(S)-phenylethyl]pyrrolidine). Yield: 94.7%. Reaction SMILES: [CH2:1]([O:3][C:4]([C:6]1([C@H:9]2[CH2:13][N:12]([C@H:14]([C:16]3[CH:21]=[CH:20][CH:19]=[CH:18][CH:17]=3)[CH3:15])[C:11](=S)[C@@H:10]2[F:23])[CH2:8][CH2:7]1)=[O:5])[CH3:2]>C(O)C.[Ni]>[CH2:1]([O:3][C:4]([C:6]1([C@@H:9]2[CH2:13][N:12]([C@H:14]([C:16]3[CH:17]=[CH:18][CH:19]=[CH:20][CH:21]=3)[CH3:15])[CH2:11][C@H:10]2[F:23])[CH2:7][CH2:8]1)=[O:5])[CH3:2]. Procedure: 4-(S)-(1-Ethoxycarbonylcyclopropyl)-3-(R)-fluoro-1-[1-(S)-phenylethyl]-2-pyrrolidinethione (4.401 g, 13.12 mmol) was dissolved in anhydrous ethanol (150 ml), and the solution was mixed with Raney nickel (13 ml) and stirred at room temperature for 1 hour. After removing the catalyst by celite filtration (ethanol washing), the resulting filtrate was concentrated under reduced pressure. The thus obtained residue was dissolved in diethyl ether (250 ml), washed with 10% ammonia water (100 ml×5) and s... As a reaction SMILES: [Br:1][C:2]1([C:7](=[O:8])[OH:9])[CH2:3][CH2:4][CH2:5][CH2:6]1.[S:10]([Cl:11])([Cl:12])=[O:13]>>[Br:1][C:2]1([C:7](=[O:9])[Cl:12])[CH2:3][CH2:4][CH2:5][CH2:6]1. Yields the product O=C(Cl)C1(Br)CCCC1. Starting materials: O=C(O)C1(Br)CCCC1, O=S(Cl)Cl. Starting materials: C1CCOC1, COc1cc(COc2nn(-c3ccccc3)cc2CO)ccc1OCc1nc(-c2ccco2)oc1C. Product: COc1cc(COc2nn(-c3ccccc3)cc2C=O)ccc1OCc1nc(-c2ccco2)oc1C. Reaction SMILES: [O:37]1[CH2:38][CH2:39][CH2:40][CH2:41]1.[o:1]1[c:2](-[c:6]2[o:7][c:8]([CH3:36])[c:9]([CH2:11][O:12][c:13]3[c:14]([O:34][CH3:35])[cH:15][c:16]([CH2:17][O:18][c:19]4[n:20][n:21](-[c:26]5[cH:27][cH:28][cH:29][cH:30][cH:31]5)[cH:22][c:23]4[CH2:24][OH:25])[cH:32][cH:33]3)[n:10]2)[cH:3][cH:4][cH:5]1>>[o:1]1[c:2](-[c:6]2[o:7][c:8]([CH3:36])[c:9]([CH2:11][O:12][c:13]3[c:14]([O:34][CH3:35])[cH:15][c:16]([CH2:17][O:18][c:19]4[n:20][n:21](-[c:26]5[cH:27][cH:28][cH:29][cH:30][cH:31]5)[cH:22][c:23]4[CH:24]=[O:25])[cH:32][cH:33]3)[n:10]2)[cH:3][cH:4][cH:5]1. Product: CCCCCCCCOC(=O)NC(=N)c1ccc(NCc2nc3cc(C(=O)N(CCC(=O)OC)c4ccccn4)ccc3n2C)cc1. Starting materials: CO, CCCCCCCCOC(=O)Cl, ClCCl, Cl, COC(=O)CCN(C(=O)c1ccc2c(c1)nc(CNc1ccc(C(=N)N)cc1)n2C)c1ccccn1. Reaction SMILES: [CH3:50][OH:51].[Cl:38][C:39](=[O:40])[O:41][CH2:42][CH2:43][CH2:44][CH2:45][CH2:46][CH2:47][CH2:48][CH3:49].[Cl:52][CH2:53][Cl:54].[ClH:1].[n:2]1[c:3]([N:8]([C:9](=[O:10])[c:11]2[cH:12][c:13]3[c:14]([n:15]([CH3:29])[c:16]([CH2:18][NH:19][c:20]4[cH:21][cH:22][c:23]([C:26]([NH2:27])=[NH:28])[cH:24][cH:25]4)[n:17]3)[cH:30][cH:31]2)[CH2:32][CH2:33][C:34](=[O:35])[O:36][CH3:37])[cH:4][cH:5][cH:6][cH:7]1>>[n:2]1[c:3]([N:8]([C:9](=[O:10])[c:11]2[cH:12][c:13]3[c:14]([n:15]([CH3:29])[c:16]([CH2:18][NH:19][c:20]4[cH:21][cH:22][c:23]([C:26](=[NH:27])[NH:28][C:39](=[O:40])[O:41][CH2:42][CH2:43][CH2:44][CH2:45][CH2:46][CH2:47][CH2:48][CH3:49])[cH:24][cH:25]4)[n:17]3)[cH:30][cH:31]2)[CH2:32][CH2:33][C:34](=[O:35])[O:36][CH3:37])[cH:4][cH:5][cH:6][cH:7]1.